describe an organic reaction: reactants, conditions, products, and yield From a dataset of the Open Reaction Database (ORD), a public repository of structured organic reaction records. Reactants: Aqueous solution, [OH-].[Na+] (sodium hydroxide), C(C)OC(=O)C1=CN(C2=CC=C(C=C12)Br)C (5-bromo-1-methyl-1H-indole-3-carboxylic acid ethyl ester), O (water), Cl (hydrochloric acid). Run in C(C)O (ethanol). Conditions: temperature 70 celsius, time 3 hour. Product: BrC=1C=C2C(=CN(C2=CC1)C)C(=O)O (5-Bromo-1-methyl-1H-indole-3-carboxylic acid). Isolated yield 97.3%. RXN SMILES: [OH-].[Na+].C([O:5][C:6]([C:8]1[C:16]2[C:11](=[CH:12][CH:13]=[C:14]([Br:17])[CH:15]=2)[N:10]([CH3:18])[CH:9]=1)=[O:7])C.O.Cl>C(O)C>[Br:17][C:14]1[CH:15]=[C:16]2[C:11](=[CH:12][CH:13]=1)[N:10]([CH3:18])[CH:9]=[C:8]2[C:6]([OH:7])=[O:5] |f:0.1|. Procedure details: 1N Aqueous solution of sodium hydroxide (10 ml) was added at room temperature to a solution of 5-bromo-1-methyl-1H-indole-3-carboxylic acid ethyl ester (605 mg) in ethanol (10 ml) and stirred at 70° C. for three hours. After completion of the reaction, the reaction solution was cooled to room temperature, water and 1N hydrochloric acid aqueous solution were added and the precipitated solid was collected by filtration to give the titled compound (530 mg) as a white solid. Reactants: CC(C(=O)O)(CC(=O)O)C (2,2-dimethylsuccinic acid). Run in C(C)(=O)OC(C)=O (acetic anhydride). Yields the product CC1(C(=O)OC(C1)=O)C (2,2-dimethylsuccinic anhydride). Isolated yield 84.4%. RXN SMILES: [CH3:1][C:2]([CH3:10])([CH2:6][C:7]([OH:9])=[O:8])[C:3](O)=[O:4]>C(OC(=O)C)(=O)C>[CH3:1][C:2]1([CH3:10])[CH2:6][C:7](=[O:9])[O:8][C:3]1=[O:4]. Procedure details: 50 g of 2,2-dimethylsuccinic acid and 70 ml of acetic anhydride were reacted at 140° C. for 3 hours and, after removing acetic acid and acetic anhydride under reduced pressure, the residue was subjected to vacuum distillation to obtain 37 g of 2,2-dimethylsuccinic anhydride. Starting materials: C(C1=CC=CC=C1)OC1=CC=C(C=CC=O)C=C1 (p-benzyloxycinnamaldehyde), C(C)(=O)C=P(C1=CC=CC=C1)(C1=CC=CC=C1)C1=CC=CC=C1 (acetylmethylenetriphenylphosphorane). Solvent: C=1(C(=CC=CC1)C)C (xylene). Yields the product C(C1=CC=CC=C1)OC1=CC=C(C=C1)C=CC=CC(C)=O (6-(p-Benzyloxyphenyl)-3,5-hexadien-2-one). The yield is 79.5%. RXN SMILES: [CH2:1]([O:8][C:9]1[CH:18]=[CH:17][C:12]([CH:13]=[CH:14][CH:15]=O)=[CH:11][CH:10]=1)[C:2]1[CH:7]=[CH:6][CH:5]=[CH:4][CH:3]=1.[C:19]([CH:22]=P(C1C=CC=CC=1)(C1C=CC=CC=1)C1C=CC=CC=1)(=[O:21])[CH3:20]>C1(C)C(C)=CC=CC=1>[CH2:1]([O:8][C:9]1[CH:18]=[CH:17][C:12]([CH:13]=[CH:14][CH:15]=[CH:20][C:19](=[O:21])[CH3:22])=[CH:11][CH:10]=1)[C:2]1[CH:7]=[CH:6][CH:5]=[CH:4][CH:3]=1. Procedure details: A solution of 19.7 g of p-benzyloxycinnamaldehyde and 27.6 g of acetylmethylenetriphenylphosphorane in 190 ml of xylene was heated under reflux for 2 hours, the solvent was then evaporated and the residual crystals were recrystallized from benzene to give 18.3 g of the desired compound melting at 132°-133° C. Starting materials: COC(=O)C(C(=O)OC)c1ccc([N+](=O)[O-])c(C2=CCCCC2)c1, CCO, [Cl-], [Fe], [NH4+], O. The product is COC(=O)C(C(=O)OC)c1ccc(N)c(C2=CCCCC2)c1. As a reaction SMILES: [CH3:1][O:2][C:3]([CH:4]([C:5](=[O:6])[O:7][CH3:8])[c:9]1[cH:10][c:11]([C:18]2=[CH:19][CH2:20][CH2:21][CH2:22][CH2:23]2)[c:12]([N+:15]([O-:16])=[O:17])[cH:13][cH:14]1)=[O:24].[CH3:28][CH2:29][OH:30].[Cl-:25].[Fe:31].[NH4+:26].[OH2:27]>>[CH3:1][O:2][C:3]([CH:4]([C:5](=[O:6])[O:7][CH3:8])[c:9]1[cH:10][c:11]([C:18]2=[CH:19][CH2:20][CH2:21][CH2:22][CH2:23]2)[c:12]([NH2:15])[cH:13][cH:14]1)=[O:24]. Reaction SMILES: [CH2:21]([c:22]1[cH:23][cH:24][cH:25][cH:26][cH:27]1)[O:28][c:29]1[c:30]([Cl:36])[cH:31][c:32]([NH2:35])[cH:33][cH:34]1.[CH:44]([OH:45])([CH3:46])[CH3:47].[Cl:1][c:2]1[c:3]([C:19]#[N:20])[cH:4][n:5][c:6]2[cH:7][c:8]([O:16][CH2:17][CH3:18])[c:9]([NH:12][C:13]([CH3:14])=[O:15])[cH:10][c:11]12.[ClH:37].[n:38]1[cH:39][cH:40][cH:41][cH:42][cH:43]1>>[c:2]1([NH:35][c:32]2[cH:31][c:30]([Cl:36])[c:29]([O:28][CH2:21][c:22]3[cH:23][cH:24][cH:25][cH:26][cH:27]3)[cH:34][cH:33]2)[c:3]([C:19]#[N:20])[cH:4][n:5][c:6]2[cH:7][c:8]([O:16][CH2:17][CH3:18])[c:9]([NH:12][C:13]([CH3:14])=[O:15])[cH:10][c:11]12. Yields the product CCOc1cc2ncc(C#N)c(Nc3ccc(OCc4ccccc4)c(Cl)c3)c2cc1NC(C)=O. Reactants: Nc1ccc(OCc2ccccc2)c(Cl)c1, CC(C)O, CCOc1cc2ncc(C#N)c(Cl)c2cc1NC(C)=O, Cl, c1ccncc1.